From a dataset of the Open Reaction Database (ORD), a public repository of structured organic reaction records. describe an organic reaction: reactants, conditions, products, and yield Starting materials: Br, CC(C)(C)OC(=O)Nc1nccc(Cl)c1I, C1CCOC1, [Na+], [OH-]. Product: Nc1nccc(Cl)c1I. Reaction SMILES: [BrH:19].[C:1]([O:2][C:3](=[O:4])[NH:7][c:8]1[n:9][cH:10][cH:11][c:12]([Cl:15])[c:13]1[I:14])([CH3:5])([CH3:6])[CH3:16].[CH2:20]1[O:21][CH2:22][CH2:23][CH2:24]1.[Na+:18].[OH-:17]>>[NH2:7][c:8]1[n:9][cH:10][cH:11][c:12]([Cl:15])[c:13]1[I:14]. Starting materials: Cl (hydrochloric acid), C(C(=O)OCC)(=O)OCC (diethyl oxalate), CC(CCCC)=O (2-hexanone), [Na] (sodium). Run in CCCCCC (hexane), C(C)O (ethanol), O (water). Run at time 45 hour. Product: O=C(C(=O)OCC)CC(CCCC)=O (Ethyl 2,4-dioxooctanate). Yield: 69.7%. RXN SMILES: [Na].[C:2]([O:9][CH2:10][CH3:11])(=[O:8])[C:3]([O:5]CC)=O.[CH3:12][C:13](=[O:18])[CH2:14][CH2:15][CH2:16][CH3:17].Cl>C(O)C.O.CCCCCC>[O:5]=[C:3]([CH2:12][C:13](=[O:18])[CH2:14][CH2:15][CH2:16][CH3:17])[C:2]([O:9][CH2:10][CH3:11])=[O:8] |^1:0|. Reported procedure: To a solution of sodium (9.3 g) in ethanol (200 ml) was added dropwise a mixture of diethyl oxalate (60 g) and 2-hexanone (40.9 g) with stirring. The reaction mixture was allowed to stand at room temperature for 45 hours. To a mixture of 1N-hydrochloric acid (500 ml) and hexane (500 ml) was added dropwise the reaction mixture with stirring vigorously. After the addition, water (500 ml) was added. The organic layer was washed with water (100 ml ×3), dried, and the solvent was removed by evaporati... Starting materials: O=C1CCC(=O)N1Br, O=C(OOC(=O)c1ccccc1)c1ccccc1, ClC(Cl)(Cl)Cl, Cc1ccc2sccc2c1. Product: BrCc1ccc2sccc2c1. As a reaction SMILES: [Br:11][N:12]1[C:13](=[O:14])[CH2:15][CH2:16][C:17]1=[O:18].[C:19]([O:20][O:21][C:22](=[O:23])[c:24]1[cH:25][cH:26][cH:27][cH:28][cH:29]1)(=[O:30])[c:31]1[cH:32][cH:33][cH:34][cH:35][cH:36]1.[C:37]([Cl:38])([Cl:39])([Cl:40])[Cl:41].[CH3:1][c:2]1[cH:3][c:4]2[c:5]([s:6][cH:7][cH:8]2)[cH:9][cH:10]1>>[CH2:1]([c:2]1[cH:3][c:4]2[c:5]([s:6][cH:7][cH:8]2)[cH:9][cH:10]1)[Br:11]. Reactants: B, Cc1cc(C)c2c(c1)OC(C(=O)O)CC2, CO, C1CCOC1, CSC. Yields the product Cc1cc(C)c2c(c1)OC(CO)CC2. As a reaction SMILES: [BH3:16].[CH3:1][c:2]1[cH:3][c:4]([CH3:15])[cH:5][c:6]2[c:7]1[CH2:8][CH2:9][CH:10]([C:12](=[O:13])[OH:14])[O:11]2.[CH3:20][OH:21].[O:22]1[CH2:23][CH2:24][CH2:25][CH2:26]1.[S:17]([CH3:18])[CH3:19]>>[CH3:1][c:2]1[cH:3][c:4]([CH3:15])[cH:5][c:6]2[c:7]1[CH2:8][CH2:9][CH:10]([CH2:12][OH:13])[O:11]2.